Dataset: the Open Reaction Database (ORD), a public repository of structured organic reaction records. Task: describe an organic reaction: reactants, conditions, products, and yield Reactants: FC=1C=C(C=CC1[N+](=O)[O-])NN (3-fluoro-4-nitrophenylhydrazine), N1=NN=CC=C1 ([1,2,3]triazine), C(C)O (ethanol). Reaction conditions: time 6 hour. Yields the product FC=1C=C(C=CC1[N+](=O)[O-])N1N=CN=C1 (1-(3-fluoro-4-nitrophenyl)-1H-[1,2,4]triazole). As a reaction SMILES: [F:1][C:2]1[CH:3]=[C:4]([NH:11][NH2:12])[CH:5]=[CH:6][C:7]=1[N+:8]([O-:10])=[O:9].[N:13]1[CH:18]=CC=NN=1.[CH2:19](O)C>>[F:1][C:2]1[CH:3]=[C:4]([N:11]2[CH:18]=[N:13][CH:19]=[N:12]2)[CH:5]=[CH:6][C:7]=1[N+:8]([O-:10])=[O:9]. Reported procedure: The mixture consisting of 2.5 g of 3-fluoro-4-nitrophenylhydrazine, 1.2 g of [1,2,3]triazine and 50 ml of ethanol was heated to reflux with stirring for 6 hours. After concentrating the reaction mixture under reduced pressure, the residue was worked up by column chromatography (solvent: 99:1 dichloromethane:methanol; silica gel). Starting materials: CC1(CC(C=2C(C=3C(CC(CC3NC2C1)(C)C)=O)C1=CC(=CC=C1)[N+](=O)[O-])=O)C (3,4,6,7,9,10-hexahydro-3,3,6,6-tetramethyl-9-(3-nitrophenyl)-1,8(2H,5H)-acridinedione), [H][H] (hydrogen). The reagents and catalysts are [Pd] (palladium on carbon). Run in Cl (hydrochloric acid), C(C)O (ethanol). Yields the product CC1(CC(C=2C(C=3C(CC(CC3NC2C1)(C)C)=O)C1=CC(=CC=C1)N)=O)C (3,4,6,7,9,10-hexahydro-3,3,6,6-tetramethyl-9-(3-aminophenyl)-1,8(2H,5H)-acridinedione). Isolated yield 97.4%. Reaction SMILES: [CH3:1][C:2]1([CH3:29])[CH2:15][C:14]2[NH:13][C:12]3[CH2:11][C:10]([CH3:17])([CH3:16])[CH2:9][C:8](=[O:18])[C:7]=3[CH:6]([C:19]3[CH:24]=[CH:23][CH:22]=[C:21]([N+:25]([O-])=O)[CH:20]=3)[C:5]=2[C:4](=[O:28])[CH2:3]1.[H][H]>C(O)C.Cl.[Pd]>[CH3:16][C:10]1([CH3:17])[CH2:11][C:12]2[NH:13][C:14]3[CH2:15][C:2]([CH3:1])([CH3:29])[CH2:3][C:4](=[O:28])[C:5]=3[CH:6]([C:19]3[CH:24]=[CH:23][CH:22]=[C:21]([NH2:25])[CH:20]=3)[C:7]=2[C:8](=[O:18])[CH2:9]1. Procedure: A solution of 10 g of 3,4,6,7,9,10-hexahydro-3,3,6,6-tetramethyl-9-(3-nitrophenyl)-1,8(2H,5H)-acridinedione in 190 ml of ethanol and 100 ml of 1M hydrochloric acid was hydrogenated at atmospheric temperature and pressure in the presence of 0.5 g of 10% palladium on carbon catalyst. When hydrogen uptake had ceased, the catalyst was removed by filtration and the filtrate evaporated. The residue was dissolved in water (20 ml) and the solution made alkaline by addition of excess 1M sodium carbonate ... The reactants are CC(=O)[O-], CC(=O)[O-], Cc1cc[nH]n1, COc1ccc(B(O)O)c(C=O)c1, ClCCl, [Cu+2], CN(C)C=O, c1ccncc1. Yields the product COc1ccc(-n2ccc(C)n2)c(C=O)c1. As a reaction SMILES: [C:34]([O-:35])(=[O:36])[CH3:37].[C:39]([O-:40])(=[O:41])[CH3:42].[CH3:14][c:15]1[n:16][nH:17][cH:18][cH:19]1.[CH:1](=[O:2])[c:3]1[c:4]([B:11]([OH:12])[OH:13])[cH:5][cH:6][c:7]([O:9][CH3:10])[cH:8]1.[Cl:26][CH2:27][Cl:28].[Cu+2:38].[O:29]=[CH:30][N:31]([CH3:32])[CH3:33].[cH:20]1[cH:21][cH:22][n:23][cH:24][cH:25]1>>[CH:1](=[O:2])[c:3]1[c:4](-[n:17]2[n:16][c:15]([CH3:14])[cH:19][cH:18]2)[cH:5][cH:6][c:7]([O:9][CH3:10])[cH:8]1. RXN SMILES: [CH2:1]([O:3][C:4]([C:6]1[S:10][C:9](Cl)=[N:8][C:7]=1[C:12]1[CH:17]=[CH:16][C:15]([C:18]([F:21])([F:20])[F:19])=[CH:14][CH:13]=1)=[O:5])[CH3:2].CC(C)=O.[N-:26]=[N+:27]=[N-:28].[Na+]>O>[CH2:1]([O:3][C:4]([C:6]1[S:10][C:9]([N:26]=[N+:27]=[N-:28])=[N:8][C:7]=1[C:12]1[CH:17]=[CH:16][C:15]([C:18]([F:21])([F:20])[F:19])=[CH:14][CH:13]=1)=[O:5])[CH3:2] |f:2.3|. Solvent: O (water). Isolated yield 99.3%. Procedure details: To a stirred solution of 2.41 g (7.18 mmole) of 2-chloro-4-(4-trifluoromethyl-phenyl)-thiazole-5-carboxylic acid ethyl ester, 2.4 mL of acetone and 2.4 mL of water was added 2.34 g (35.63 mmole) of sodium azide. The reaction mixture was heated at 70 degrees for 16 hours and then partitioned between 200 mL of ethyl acetate and 75 mL of water. The aqueous layer was extracted twice with 55 mL of ethyl acetate. The combined ethyl acetate layers were washed with 50 mL of brine, dried over anhydrous s... The reactants are C(C)OC(=O)C1=C(N=C(S1)Cl)C1=CC=C(C=C1)C(F)(F)F (2-chloro-4-(4-trifluoromethyl-phenyl)-thiazole-5-carboxylic acid ethyl ester), CC(=O)C (acetone), [N-]=[N+]=[N-].[Na+] (sodium azide). The product is C(C)OC(=O)C1=C(N=C(S1)N=[N+]=[N-])C1=CC=C(C=C1)C(F)(F)F (2-azido-4-(4-trifluoromethyl-phenyl)-thiazole-5-carboxylic acid ethyl ester). The reactants are CCC(=O)O, CO, NC(Cc1ccccc1)C(=O)O. Product: NC(Cc1ccccc1)C(=O)O. RXN SMILES: [CH3:13][CH2:14][C:15](=[O:16])[OH:17].[CH3:18][OH:19].[NH2:1][CH:2]([CH2:3][c:4]1[cH:5][cH:6][cH:7][cH:8][cH:9]1)[C:10]([OH:11])=[O:12]>>[NH2:1][CH:2]([CH2:3][c:4]1[cH:5][cH:6][cH:7][cH:8][cH:9]1)[C:10](=[O:11])[OH:12].